The task is: describe an organic reaction: reactants, conditions, products, and yield. This data is from the Open Reaction Database (ORD), a public repository of structured organic reaction records. Reactants: NC1=C(CO)C=CC=C1 (2-aminobenzyl alcohol), C(C(C)C)(=O)C(C(=O)OCC)=COCC (ethyl 2-isobutyryl-3-ethoxyacrylate). Run in petroleum ether. Run at time 2 hour. Yields the product C(C(C)C)(=O)C(C(=O)OCC)=CNC1=C(C=CC=C1)CO (ethyl 2-isobutyryl-3-(2-(hydroxymethyl)phenylamino)acrylate). Yield: 76.5%. Reaction SMILES: [NH2:1][C:2]1[CH:9]=[CH:8][CH:7]=[CH:6][C:3]=1[CH2:4][OH:5].[C:10]([C:15](=[CH:21]OCC)[C:16]([O:18][CH2:19][CH3:20])=[O:17])(=[O:14])[CH:11]([CH3:13])[CH3:12]>>[C:10]([C:15](=[CH:21][NH:1][C:2]1[CH:9]=[CH:8][CH:7]=[CH:6][C:3]=1[CH2:4][OH:5])[C:16]([O:18][CH2:19][CH3:20])=[O:17])(=[O:14])[CH:11]([CH3:13])[CH3:12]. Procedure details: 2-aminobenzyl alcohol (12.32 g, 0.1 mol) was dissolved in ethyl 2-isobutyryl-3-ethoxyacrylate (23.57 g, 0.11 mol) stirred for 2 hours at room temperature then warmed briefly to boiling. Cooling and trituration with petroleum ether gave ethyl 2-isobutyryl-3-(2-(hydroxymethyl)phenylamino)acrylate (22.29 g, 77%) as a mixture of E/Z isomers, m.p. 72°-84°. Reactants: [Al+3], [H-], [H-], [H-], [H-], [Li+], [Na+], C1CCOC1, [OH-], O, O=C(O)CC1c2ccccc2CCc2ccccc21. Product: OCCC1c2ccccc2CCc2ccccc21. As a reaction SMILES: [Al+3:21].[H-:20].[H-:23].[H-:24].[H-:25].[Li+:22].[Na+:28].[O:29]1[CH2:30][CH2:31][CH2:32][CH2:33]1.[OH-:27].[OH2:26].[cH:1]1[cH:2][cH:3][cH:4][c:5]2[c:11]1[CH2:10][CH2:9][c:8]1[c:7]([cH:15][cH:14][cH:13][cH:12]1)[CH:6]2[CH2:16][C:17](=[O:18])[OH:19]>>[cH:1]1[cH:2][cH:3][cH:4][c:5]2[c:11]1[CH2:10][CH2:9][c:8]1[c:7]([cH:15][cH:14][cH:13][cH:12]1)[CH:6]2[CH2:16][CH2:17][OH:18]. Starting materials: IC=1C=C2C(=C(C=NC2=C(C1)C)C(=O)N)NC1=CC(=CC=C1)OC (6-iodo-4-((3-methoxyphenyl)amino)-8-methylquinoline-3-carboxamide), CCN(C(C)C)C(C)C (i-Pr2NEt), CC1(C2=C(C(=CC=C2)P(C3=CC=CC=C3)C4=CC=CC=C4)OC5=C(C=CC=C51)P(C6=CC=CC=C6)C7=CC=CC=C7)C (Xantphos), SCCCCCCCCCCCO (11-mercapto-1-undecanol). Reagents/catalysts: C=1C=CC(=CC1)/C=C/C(=O)/C=C/C2=CC=CC=C2.C=1C=CC(=CC1)/C=C/C(=O)/C=C/C2=CC=CC=C2.C=1C=CC(=CC1)/C=C/C(=O)/C=C/C2=CC=CC=C2.[Pd].[Pd] (Pd2(dba)3). Solvent: O1CCOCC1 (dioxane). The product is OCCCCCCCCCCCSC=1C=C2C(=C(C=NC2=C(C1)C)C(=O)N)NC1=CC(=CC=C1)OC (6-((11-hydroxyundecyl)thio)-4-((3-methoxyphenyl)amino)-8-methylquinoline-3-carboxamide). Reaction SMILES: I[C:2]1[CH:3]=[C:4]2[C:9](=[C:10]([CH3:12])[CH:11]=1)[N:8]=[CH:7][C:6]([C:13]([NH2:15])=[O:14])=[C:5]2[NH:16][C:17]1[CH:22]=[CH:21][CH:20]=[C:19]([O:23][CH3:24])[CH:18]=1.CCN(C(C)C)C(C)C.CC1(C)C2C(=C(P(C3C=CC=CC=3)C3C=CC=CC=3)C=CC=2)OC2C(P(C3C=CC=CC=3)C3C=CC=CC=3)=CC=CC1=2.[SH:76][CH2:77][CH2:78][CH2:79][CH2:80][CH2:81][CH2:82][CH2:83][CH2:84][CH2:85][CH2:86][CH2:87][OH:88]>C1C=CC(/C=C/C(/C=C/C2C=CC=CC=2)=O)=CC=1.C1C=CC(/C=C/C(/C=C/C2C=CC=CC=2)=O)=CC=1.C1C=CC(/C=C/C(/C=C/C2C=CC=CC=2)=O)=CC=1.[Pd].[Pd].O1CCOCC1>[OH:88][CH2:87][CH2:86][CH2:85][CH2:84][CH2:83][CH2:82][CH2:81][CH2:80][CH2:79][CH2:78][CH2:77][S:76][C:2]1[CH:3]=[C:4]2[C:9](=[C:10]([CH3:12])[CH:11]=1)[N:8]=[CH:7][C:6]([C:13]([NH2:15])=[O:14])=[C:5]2[NH:16][C:17]1[CH:22]=[CH:21][CH:20]=[C:19]([O:23][CH3:24])[CH:18]=1 |f:4.5.6.7.8|. Reported procedure: The title compound was synthesized in a manner analogous to that described in Org. Lett. 2004, 6(24), 4587-4590. To a round bottom flask were added 6-iodo-4-((3-methoxyphenyl)amino)-8-methylquinoline-3-carboxamide (1.0 g, 2.31 mmol), dry dioxane (23 mL) and i-Pr2NEt (0.81 mL, 4.62 mmol). Catalytic Pd2(dba)3 (63 mg, 0.07 mmol), Xantphos (80 mg, 0.14 mmol) and 11-mercapto-1-undecanol (494 mg, 2.42 mmol) were then added. The mixture was evacuated and backfilled with nitrogen (3 cycles). The mixture... Reactants: O (water), BrCCCBr (1,3-dibromopropane), N1N=NC2=C1C=CC=C2 (benzotriazole), [OH-].[K+] (KOH). Run in C(C)(=O)OCC (ethyl acetate), CN(C=O)C (dimethylformamide). Conditions: time 20 hour. The product is BrCCCN1N=C2C(=N1)C=CC=C2 (2-(3-Bromopropyl)-2H-benzotriazole). The yield is 22.8%. As a reaction SMILES: [Br:1][CH2:2][CH2:3][CH2:4]Br.[NH:6]1[C:10]2[CH:11]=[CH:12][CH:13]=[CH:14][C:9]=2[N:8]=[N:7]1.[OH-].[K+].O>CN(C)C=O.C(OCC)(=O)C>[Br:1][CH2:2][CH2:3][CH2:4][N:7]1[N:8]=[C:9]2[CH:14]=[CH:13][CH:12]=[CH:11][C:10]2=[N:6]1 |f:2.3|. Procedure: To a solution of 1,3-dibromopropane (510 μl, 5.0 mmol) in dimethylformamide (10 ml) was added benzotriazole (600 mg, 5.0 mmol) and KOH (430 mg, 7.7 mmol). After stirring for 20 h at room temp, water (10 ml) and ethyl acetate (10 ml) were added. The phases were separated and the aqueous phase was re-extracted with ethyl acetate (3×15 ml). The combined organic phases were dried over MgSO4 and concentrated in vacuo, giving 1.44 g of the crude material. The crude product was purified by flash chroma... Reactants: OC1C2CCC(C2CC1)C(=O)OC (6-hydroxy-2-methoxycarbonylbicyclo[3,3,0]octane), [Cr](=O)(=O)([O-])Cl.[NH+]1=CC=CC=C1 (pyridinium chlorochromate). Run in C(C)OCC (diethyl ether), ClCCl (dichloromethane), ClCCl (dichloromethane). Conditions: time 2 hour. Yields the product COC(=O)C1C2CCC(C2CC1)=O (2-methoxycarbonylbicyclo[3,3,0]octan-6-one). Reaction SMILES: [OH:1][CH:2]1[CH2:9][CH2:8][CH:7]2[CH:3]1[CH2:4][CH2:5][CH:6]2[C:10]([O:12][CH3:13])=[O:11].[Cr](Cl)([O-])(=O)=O.[NH+]1C=CC=CC=1>ClCCl.C(OCC)C>[CH3:13][O:12][C:10]([CH:6]1[CH2:5][CH2:4][CH:3]2[CH:7]1[CH2:8][CH2:9][C:2]2=[O:1])=[O:11] |f:1.2|. Reported procedure: A solution of crude 6-hydroxy-2-methoxycarbonylbicyclo[3,3,0]octane (1.98 g; prepared as described in Reference Example 6 and predominantly in the 2β-configuration) in dichloromethane (10 ml) was added to a stirred suspension of pyridinium chlorochromate (3.5 g) in dichloromethane (35 ml), and the mixture was stirred for 2 hours. The mixture was then diluted with diethyl ether (200 ml), and the supernatant liquid was decanted onto a short column of silica gel. The residue was triturated with die... The reactants are C(C)OC(=O)C=1N(C2=CC=C(C=C2C1)CC1(OCCO1)C)CC1=CC=C(C=C1)[N+](=O)[O-] (5-(2-methyl-[1,3]dioxolan-2-ylmethyl)-1-(4-nitrobenzyl)-1H-indole-2-carboxylic acid ethyl ester), [H][H] (hydrogen). The reagents and catalysts are [Pd] (palladium on carbon). Run in O1CCCC1 (tetrahydrofuran). Yields the product C(C)OC(=O)C=1N(C2=CC=C(C=C2C1)CC1(OCCO1)C)CC1=CC=C(C=C1)N (1-(4-Amino-benzyl)-5-(2-methyl-[1,3]dioxolan-2-ylmethyl)-1H-indole-2-carboxylic Acid Ethyl Ester). Isolated yield 102.9%. RXN SMILES: [CH2:1]([O:3][C:4]([C:6]1[N:7]([CH2:22][C:23]2[CH:28]=[CH:27][C:26]([N+:29]([O-])=O)=[CH:25][CH:24]=2)[C:8]2[C:13]([CH:14]=1)=[CH:12][C:11]([CH2:15][C:16]1([CH3:21])[O:20][CH2:19][CH2:18][O:17]1)=[CH:10][CH:9]=2)=[O:5])[CH3:2].[H][H]>O1CCCC1.[Pd]>[CH2:1]([O:3][C:4]([C:6]1[N:7]([CH2:22][C:23]2[CH:24]=[CH:25][C:26]([NH2:29])=[CH:27][CH:28]=2)[C:8]2[C:13]([CH:14]=1)=[CH:12][C:11]([CH2:15][C:16]1([CH3:21])[O:20][CH2:19][CH2:18][O:17]1)=[CH:10][CH:9]=2)=[O:5])[CH3:2]. Reported procedure: A solution of crude 5-(2-methyl-[1,3]dioxolan-2-ylmethyl)-1-(4-nitrobenzyl)-1H-indole-2-carboxylic acid ethyl ester (2.4 g, ≈5 mmol) in dry tetrahydrofuran (20 ml) was shaken in a Parr apparatus with 10% palladium on carbon (200 mg) under 40 psi hydrogen for about four hours. The mixture was filtered and evaporated under reduced pressure to give the title compound (2.03 g), which was reacted without further purification.